From a dataset of the Open Reaction Database (ORD), a public repository of structured organic reaction records. describe an organic reaction: reactants, conditions, products, and yield Reactants: CCCCCCCCCCCC(=O)OC(CCCCCCCCCCC)CC(=O)O, CCCCCCCCCCCC(CC(=O)O)OCc1ccccc1, CCCCCCCCCCCC(CC(=O)NC(CCOP(=O)(Oc1ccccc1)Oc1ccccc1)C(=O)O)OCc1ccccc1. Yields the product CCCCCCCCCCCC(=O)OC(CCCCCCCCCCC)CC(=O)NC(CCOP(=O)(Oc1ccccc1)Oc1ccccc1)C(=O)O. Reaction SMILES: [C:48]([CH2:49][CH2:50][CH2:51][CH2:52][CH2:53][CH2:54][CH2:55][CH2:56][CH2:57][CH2:58][CH3:59])(=[O:60])[O:61][CH:62]([CH2:63][C:64](=[O:65])[OH:66])[CH2:67][CH2:68][CH2:69][CH2:70][CH2:71][CH2:72][CH2:73][CH2:74][CH2:75][CH2:76][CH3:77].[CH2:78]([O:79][CH:80]([CH2:81][CH2:82][CH2:83][CH2:84][CH2:85][CH2:86][CH2:87][CH2:88][CH2:89][CH2:90][CH3:91])[CH2:92][C:93]([OH:94])=[O:95])[c:96]1[cH:97][cH:98][cH:99][cH:100][cH:101]1.[c:1]1([O:7][P:8](=[O:9])([O:10][c:11]2[cH:12][cH:13][cH:14][cH:15][cH:16]2)[O:17][CH2:18][CH2:19][CH:20]([C:21](=[O:22])[OH:23])[NH:24][C:25](=[O:26])[CH2:27][CH:28]([O:29][CH2:30][c:31]2[cH:32][cH:33][cH:34][cH:35][cH:36]2)[CH2:37][CH2:38][CH2:39][CH2:40][CH2:41][CH2:42][CH2:43][CH2:44][CH2:45][CH2:46][CH3:47])[cH:2][cH:3][cH:4][cH:5][cH:6]1>>[c:1]1([O:7][P:8](=[O:9])([O:10][c:11]2[cH:12][cH:13][cH:14][cH:15][cH:16]2)[O:17][CH2:18][CH2:19][CH:20]([C:21](=[O:22])[OH:23])[NH:24][C:64]([CH2:63][CH:62]([O:61][C:48]([CH2:49][CH2:50][CH2:51][CH2:52][CH2:53][CH2:54][CH2:55][CH2:56][CH2:57][CH2:58][CH3:59])=[O:60])[CH2:67][CH2:68][CH2:69][CH2:70][CH2:71][CH2:72][CH2:73][CH2:74][CH2:75][CH2:76][CH3:77])=[O:66])[cH:2][cH:3][cH:4][cH:5][cH:6]1. Starting materials: C1CCOC1, Cl, O=[N+]([O-])c1ccc(Oc2ccnc3cc(-c4cnn(CC5OCCO5)c4)sc23)c(F)c1. RXN SMILES: [CH2:33]1[O:34][CH2:35][CH2:36][CH2:37]1.[ClH:32].[O:1]1[CH:2]([CH2:6][n:7]2[n:8][cH:9][c:10](-[c:12]3[cH:13][c:14]4[n:15][cH:16][cH:17][c:18]([O:21][c:22]5[c:23]([F:31])[cH:24][c:25]([N+:28](=[O:29])[O-:30])[cH:26][cH:27]5)[c:19]4[s:20]3)[cH:11]2)[O:5][CH2:4][CH2:3]1>>[O:1]=[CH:2][CH2:6][n:7]1[n:8][cH:9][c:10](-[c:12]2[cH:13][c:14]3[n:15][cH:16][cH:17][c:18]([O:21][c:22]4[c:23]([F:31])[cH:24][c:25]([N+:28](=[O:29])[O-:30])[cH:26][cH:27]4)[c:19]3[s:20]2)[cH:11]1. Product: O=CCn1cc(-c2cc3nccc(Oc4ccc([N+](=O)[O-])cc4F)c3s2)cn1. The product is Sc1ccc(Oc2ccccc2)cc1. RXN SMILES: [CH3:24][OH:25].[ClH:22].[Na+:21].[O:1]([c:2]1[cH:3][cH:4][cH:5][cH:6][cH:7]1)[c:8]1[cH:9][cH:10][c:11]([SH:14]=[C:15]([O-:16])[N:17]([CH3:18])[CH3:19])[cH:12][cH:13]1.[OH-:20].[OH2:23]>>[O:1]([c:2]1[cH:3][cH:4][cH:5][cH:6][cH:7]1)[c:8]1[cH:9][cH:10][c:11]([SH:14])[cH:12][cH:13]1. Starting materials: CO, Cl, [Na+], CN(C)C([O-])=[SH]c1ccc(Oc2ccccc2)cc1, [OH-], O. Reactants: Cc1nc2ccccc2s1, O=S(=O)(O)Cl. Product: Cc1nc2ccc(S(=O)(=O)Cl)cc2s1. As a reaction SMILES: [CH3:6][c:7]1[s:8][c:9]2[c:10]([n:11]1)[cH:12][cH:13][cH:14][cH:15]2.[Cl:1][S:2](=[O:3])(=[O:4])[OH:5]>>[Cl:1][S:2](=[O:3])(=[O:5])[c:14]1[cH:13][cH:12][c:10]2[c:9]([s:8][c:7]([CH3:6])[n:11]2)[cH:15]1.